This data is from the Open Reaction Database (ORD), a public repository of structured organic reaction records. The task is: describe an organic reaction: reactants, conditions, products, and yield Reactants: Cl (hydrogen chloride), C(C)(C)(C)OC(=O)N[C@H](C(=O)N[C@@]1([C@@H]2[C@H]([C@@H]2[C@@H](C1)SC1=NN=CN1)C(=O)O)C(=O)O)CCSC ((1R,2S,4R,5R,6R)-2-[[(2S)-2-(tert-butoxycarbonylamino)-4-methylsulfanyl-butanoyl]amino]-4-(4H-1,2,4-triazol-3-ylsulfanyl)bicyclo[3.1.0]hexane-2,6-dicarboxylic acid), COC(C)(C)C (methyl-t-butyl ether). The solvent is O1CCOCC1 (1,4-dioxane), O1CCOCC1 (1,4-dioxane). Run at time 8 hour. Product: Cl.N[C@H](C(=O)N[C@@]1([C@@H]2[C@H]([C@@H]2[C@@H](C1)SC1=NN=CN1)C(=O)O)C(=O)O)CCSC ((1R,2S,4R,5R,6R)-2-[[(2S)-2-Amino-4-methylsulfanyl-butanoyl]amino]-4-(4H-1,2,4-triazol-3-ylsulfanyl)bicyclo[3.1.0]hexane-2,6-dicarboxylic acid hydrochloride). As a reaction SMILES: [ClH:1].C(OC([NH:9][C@@H:10]([CH2:32][CH2:33][S:34][CH3:35])[C:11]([NH:13][C@@:14]1([C:29]([OH:31])=[O:30])[CH2:19][C@@H:18]([S:20][C:21]2[NH:25][CH:24]=[N:23][N:22]=2)[C@@H:17]2[C@H:15]1[C@H:16]2[C:26]([OH:28])=[O:27])=[O:12])=O)(C)(C)C.COC(C)(C)C>O1CCOCC1>[ClH:1].[NH2:9][C@@H:10]([CH2:32][CH2:33][S:34][CH3:35])[C:11]([NH:13][C@@:14]1([C:29]([OH:31])=[O:30])[CH2:19][C@@H:18]([S:20][C:21]2[NH:25][CH:24]=[N:23][N:22]=2)[C@@H:17]2[C@H:15]1[C@H:16]2[C:26]([OH:28])=[O:27])=[O:12] |f:4.5|. Reported procedure: Add 4M hydrogen chloride in 1,4-dioxane (19.35 mL, 77.38 mmol) dropwise to a solution of (1R,2S,4R,5R,6R)-2-[[(2S)-2-(tert-butoxycarbonylamino)-4-methylsulfanyl-butanoyl]amino]-4-(4H-1,2,4-triazol-3-ylsulfanyl)bicyclo[3.1.0]hexane-2,6-dicarboxylic acid (2.66 g, 5.16 mmol) in 1,4-dioxane (26.6 mL) at room temperature in a water bath, and maintain stirring overnight at room temperature. Add methyl-t-butyl ether (200 mL) and stir the mixture for 2 hours. Filter the solid and dry in vacuo overnight....